This data is from the Open Reaction Database (ORD), a public repository of structured organic reaction records. The task is: describe an organic reaction: reactants, conditions, products, and yield Reactants: COCOc1ccc(C2(C)COc3cc(OCOC)ccc3C2CCCCOCCCCN=[N+]=[N-])cc1, [Pd]. The product is COCOc1ccc(C2(C)COc3cc(OCOC)ccc3C2CCCCOCCCCN)cc1. Reaction SMILES: [N:1](=[N+:2]=[N-:3])[CH2:4][CH2:5][CH2:6][CH2:7][O:8][CH2:9][CH2:10][CH2:11][CH2:12][CH:13]1[C:14]([CH3:27])([c:28]2[cH:29][cH:30][c:31]([O:34][CH2:35][O:36][CH3:37])[cH:32][cH:33]2)[CH2:15][O:16][c:17]2[cH:18][c:19]([O:23][CH2:24][O:25][CH3:26])[cH:20][cH:21][c:22]21.[Pd:38]>>[NH2:1][CH2:4][CH2:5][CH2:6][CH2:7][O:8][CH2:9][CH2:10][CH2:11][CH2:12][CH:13]1[C:14]([CH3:27])([c:28]2[cH:29][cH:30][c:31]([O:34][CH2:35][O:36][CH3:37])[cH:32][cH:33]2)[CH2:15][O:16][c:17]2[cH:18][c:19]([O:23][CH2:24][O:25][CH3:26])[cH:20][cH:21][c:22]21. The reactants are ClC1=C(C(=O)OC)C(=CC(=N1)Cl)C (methyl 2,6-dichloro-4-methylnicotinate), CC1=CN(C2=CC=CC(=C12)B1OC(C(O1)(C)C)(C)C)S(=O)(=O)C1=CC=C(C)C=C1 (3-methyl-4-(4,4,5,5-tetramethyl-1,3,2-dioxaborolan-2-yl)-1-tosyl-1H-indole), [F-].[Cs+] (CsF). Reagents/catalysts: C=1C=CC(=CC1)[P](C=2C=CC=CC2)(C=3C=CC=CC3)[Pd]([P](C=4C=CC=CC4)(C=5C=CC=CC5)C=6C=CC=CC6)([P](C=7C=CC=CC7)(C=8C=CC=CC8)C=9C=CC=CC9)[P](C=1C=CC=CC1)(C=1C=CC=CC1)C=1C=CC=CC1 (Pd(Ph3P)4). Solvent: CN(C)C=O (DMF). Yields the product ClC1=C(C(=O)OC)C(=CC(=N1)C1=C2C(=CN(C2=CC=C1)S(=O)(=O)C1=CC=C(C)C=C1)C)C (Methyl 2-chloro-4-methyl-6-(3-methyl-1-tosyl-1H-indol-4-yl)nicotinate). RXN SMILES: [Cl:1][C:2]1[N:11]=[C:10](Cl)[CH:9]=[C:8]([CH3:13])[C:3]=1[C:4]([O:6][CH3:7])=[O:5].[CH3:14][C:15]1[C:23]2[C:18](=[CH:19][CH:20]=[CH:21][C:22]=2B2OC(C)(C)C(C)(C)O2)[N:17]([S:33]([C:36]2[CH:42]=[CH:41][C:39]([CH3:40])=[CH:38][CH:37]=2)(=[O:35])=[O:34])[CH:16]=1.[F-].[Cs+]>CN(C=O)C.C1C=CC([P]([Pd]([P](C2C=CC=CC=2)(C2C=CC=CC=2)C2C=CC=CC=2)([P](C2C=CC=CC=2)(C2C=CC=CC=2)C2C=CC=CC=2)[P](C2C=CC=CC=2)(C2C=CC=CC=2)C2C=CC=CC=2)(C2C=CC=CC=2)C2C=CC=CC=2)=CC=1>[Cl:1][C:2]1[N:11]=[C:10]([C:22]2[CH:21]=[CH:20][CH:19]=[C:18]3[C:23]=2[C:15]([CH3:14])=[CH:16][N:17]3[S:33]([C:36]2[CH:42]=[CH:41][C:39]([CH3:40])=[CH:38][CH:37]=2)(=[O:35])=[O:34])[CH:9]=[C:8]([CH3:13])[C:3]=1[C:4]([O:6][CH3:7])=[O:5] |f:2.3,^1:53,55,74,93|. Procedure details: A mixture of methyl 2,6-dichloro-4-methylnicotinate (0.250 g, 1.14 mmol), 3-methyl-4-(4,4,5,5-tetramethyl-1,3,2-dioxaborolan-2-yl)-1-tosyl-1H-indole (Example 6) (0.514 g, 1.25 mmol), Pd(Ph3P)4 (0.131 g, 0.114 mmol), and CsF (0.345 g, 2.27 mmol), in DMF (5 mL) was heated at 110° C. for 6 h. At that time the vessel was removed from the oil bath and allowed to cool to rt. The mixture was diluted with brine (50 mL) and EtOAc (50 mL). The layers were mixed and then separated. The aqueous layer was fu... Reactants: C(C)(C)(C)OC(N(C1=CC=NC=C1)CCOC1=CC(=CC(=C1)C(N(CCOC)C(C)C)=O)Cl)=O ({2-[3-chloro-5-(isopropyl-2-methoxy-ethyl-carbamoyl)-phenoxy]-ethyl}-pyridin-4-yl-carbamic acid tert-butyl ester), FC(C(=O)O)(F)F (trifluoroacetic acid). Solvent: ClCCl (dichloromethane). Yields the product ClC=1C=C(C(=O)N(CCOC)C(C)C)C=C(C1)OCCNC1=CC=NC=C1 (3-Chloro-N-isopropyl-N-(2-methoxy-ethyl)-5-[2-(pyridin-4-ylamino)-ethoxy]-benzamide). Yield: 80.7%. RXN SMILES: C(OC(=O)[N:7]([CH2:14][CH2:15][O:16][C:17]1[CH:22]=[C:21]([C:23](=[O:32])[N:24]([CH:29]([CH3:31])[CH3:30])[CH2:25][CH2:26][O:27][CH3:28])[CH:20]=[C:19]([Cl:33])[CH:18]=1)[C:8]1[CH:13]=[CH:12][N:11]=[CH:10][CH:9]=1)(C)(C)C.FC(F)(F)C(O)=O>ClCCl>[Cl:33][C:19]1[CH:20]=[C:21]([CH:22]=[C:17]([O:16][CH2:15][CH2:14][NH:7][C:8]2[CH:9]=[CH:10][N:11]=[CH:12][CH:13]=2)[CH:18]=1)[C:23]([N:24]([CH:29]([CH3:31])[CH3:30])[CH2:25][CH2:26][O:27][CH3:28])=[O:32]. Procedure: A solution of {2-[3-chloro-5-(isopropyl-2-methoxy-ethyl-carbamoyl)-phenoxy]-ethyl}-pyridin-4-yl-carbamic acid tert-butyl ester (Intermediate SS8) (0.056 g) and trifluoroacetic acid (0.6 ml) in dichloromethane (0.6 ml) was stirred at room temperature for 1 h then concentrated under vacuum. The residue was purified by flash chromatography eluting with dichloromethane:methanol:ammonia (94:6:1 then 92:8:1 v/v/v), to give the title compound as a colourless gum (0.036 g). The reactants are Cc1ccc(NC(=O)C2(c3ccc4c(c3)OCO4)CC2)cc1-c1ccc(S(=O)(=O)O)cc1, CN(C)C=O, O=P(Cl)(Cl)Cl, O=S(Cl)Cl. Yields the product Cc1ccc(NC(=O)C2(c3ccc4c(c3)OCO4)CC2)cc1-c1ccc(S(=O)(=O)Cl)cc1. As a reaction SMILES: [O:1]1[CH2:2][O:3][c:4]2[c:5]1[cH:6][cH:7][c:8]([C:10]1([C:13](=[O:14])[NH:15][c:16]3[cH:17][cH:18][c:19]([CH3:32])[c:20](-[c:22]4[cH:23][cH:24][c:25]([S:28](=[O:29])(=[O:30])[OH:31])[cH:26][cH:27]4)[cH:21]3)[CH2:11][CH2:12]1)[cH:9]2.[O:37]=[CH:38][N:39]([CH3:40])[CH3:41].[P:42]([Cl:43])([Cl:44])([Cl:45])=[O:46].[S:33]([Cl:34])([Cl:35])=[O:36]>>[O:1]1[CH2:2][O:3][c:4]2[c:5]1[cH:6][cH:7][c:8]([C:10]1([C:13](=[O:14])[NH:15][c:16]3[cH:17][cH:18][c:19]([CH3:32])[c:20](-[c:22]4[cH:23][cH:24][c:25]([S:28](=[O:29])(=[O:30])[Cl:35])[cH:26][cH:27]4)[cH:21]3)[CH2:11][CH2:12]1)[cH:9]2.